This data is from the Open Reaction Database (ORD), a public repository of structured organic reaction records. The task is: describe an organic reaction: reactants, conditions, products, and yield Starting materials: O=[N+]([O-])c1cc(F)c(Br)cc1F, CN(C)C=O, CCN(C(C)C)C(C)C, Cl, Cl, NC1CCN(C2CCOCC2)CC1. Product: O=[N+]([O-])c1cc(F)c(Br)cc1NC1CCN(C2CCOCC2)CC1. Reaction SMILES: [Br:1][c:2]1[cH:3][c:4]([F:12])[c:5]([N+:9](=[O:10])[O-:11])[cH:6][c:7]1[F:8].[CH3:37][N:38]([CH3:39])[CH:40]=[O:41].[CH:28]([N:29]([CH:30]([CH3:31])[CH3:32])[CH2:33][CH3:34])([CH3:35])[CH3:36].[ClH:13].[ClH:14].[O:15]1[CH2:16][CH2:17][CH:18]([N:21]2[CH2:22][CH2:23][CH:24]([NH2:27])[CH2:25][CH2:26]2)[CH2:19][CH2:20]1>>[Br:1][c:2]1[cH:3][c:4]([NH:27][CH:24]2[CH2:23][CH2:22][N:21]([CH:18]3[CH2:17][CH2:16][O:15][CH2:20][CH2:19]3)[CH2:26][CH2:25]2)[c:5]([N+:9](=[O:10])[O-:11])[cH:6][c:7]1[F:8]. Yields the product Cn1c(=O)[nH]c2[nH]nc(Nc3ccccc3)c2c1=O. Starting materials: COc1ccc(Cn2c(=O)n(C)c(=O)c3c(Nc4ccccc4)n[nH]c32)cc1, ClCCl, O=C(O)C(F)(F)F, O=S(=O)(O)C(F)(F)F. As a reaction SMILES: [CH3:1][O:2][c:3]1[cH:4][cH:5][c:6]([CH2:7][n:8]2[c:9](=[O:26])[n:10]([CH3:25])[c:11](=[O:24])[c:12]3[c:13]2[nH:14][n:15][c:16]3[NH:17][c:18]2[cH:19][cH:20][cH:21][cH:22][cH:23]2)[cH:27][cH:28]1.[Cl:44][CH2:45][Cl:46].[F:29][C:30]([F:31])([F:32])[C:33]([OH:34])=[O:35].[OH:36][S:37]([C:38]([F:39])([F:40])[F:41])(=[O:42])=[O:43]>>[nH:8]1[c:9](=[O:26])[n:10]([CH3:25])[c:11](=[O:24])[c:12]2[c:13]1[nH:14][n:15][c:16]2[NH:17][c:18]1[cH:19][cH:20][cH:21][cH:22][cH:23]1. Reactants: CCON, COC(=O)C1C(C=C(C)C=O)C1(C)C, CCOC(C)=O, Cl, c1ccncc1. The product is CCON=CC(C)=CC1C(C(=O)OC)C1(C)C. Reaction SMILES: [CH2:16]([CH3:17])[O:18][NH2:19].[CH3:1][C:2]1([CH3:14])[CH:3]([C:10](=[O:11])[O:12][CH3:13])[CH:4]1[CH:5]=[C:6]([CH:7]=[O:8])[CH3:9].[CH3:26][CH2:27][O:28][C:29](=[O:30])[CH3:31].[ClH:15].[cH:20]1[cH:21][cH:22][n:23][cH:24][cH:25]1>>[CH3:1][C:2]1([CH3:14])[CH:3]([C:10](=[O:11])[O:12][CH3:13])[CH:4]1[CH:5]=[C:6]([CH:7]=[N:19][O:18][CH2:16][CH3:17])[CH3:9]. Reactants: O=C(Cl)c1ccc([N+](=O)[O-])cc1, Nc1ccc(-c2c[nH]c(=O)cn2)cc1, [Na+], [OH-]. The product is O=C(Nc1ccc(-c2c[nH]c(=O)cn2)cc1)c1ccc([N+](=O)[O-])cc1. As a reaction SMILES: [N+:15](=[O:16])([O-:17])[c:18]1[cH:19][cH:20][c:21]([C:22](=[O:23])[Cl:24])[cH:25][cH:26]1.[NH2:1][c:2]1[cH:3][cH:4][c:5](-[c:8]2[n:9][cH:10][c:11](=[O:14])[nH:12][cH:13]2)[cH:6][cH:7]1.[Na+:28].[OH-:27]>>[NH:1]([c:2]1[cH:3][cH:4][c:5](-[c:8]2[n:9][cH:10][c:11](=[O:14])[nH:12][cH:13]2)[cH:6][cH:7]1)[C:22]([c:21]1[cH:20][cH:19][c:18]([N+:15](=[O:16])[O-:17])[cH:26][cH:25]1)=[O:23]. Reactants: CN[C@@H]1C[C@H]2O[C@@](C)([C@@H]1OC)n1c3ccccc3c3c4c(c5c6ccccc6n2c5c31)C(=O)NC4 (staurosporine), O=Cc1nc2ccccc2s1. Reagents/catalysts: CC(C)[O-].CC(C)[O-].CC(C)[O-].CC(C)[O-].[Ti+4] (Ti(OiPr)4), CC(=O)O (acetic acid), CC(=O)O[BH-](OC(C)=O)OC(C)=O.[Na+] (Sodium triacetoxyborohydride). Solvent: CC(=O)N(C)C (DMA), CC(=O)N(C)C (DMA), CC(=O)N(C)C (DMA), CC(=O)N(C)C (DMA), CC(=O)N(C)C (DMA), CC(=O)N(C)C (DMA), CC(=O)N(C)C (DMA). Conditions: temperature 22 celsius, time 18 hour. Product: CO[C@@H]1[C@@H](C[C@H]2O[C@]1(C)n3c4ccccc4c5c6CNC(=O)c6c7c8ccccc8n2c7c35)N(C)Cc9nc%10ccccc%10s9, CN[C@@H]1C[C@H]2O[C@@](C)([C@@H]1OC)n1c3ccccc3c3c4c(c5c6ccccc6n2c5c31)C(=O)NC4 (Staurosporine), c1ccc(-c2ccccc2)cc1 (biphenyl), OCc1nc2ccccc2s1.